Dataset: the Open Reaction Database (ORD), a public repository of structured organic reaction records. Task: describe an organic reaction: reactants, conditions, products, and yield Starting materials: [Br-], C1CCOC1, N#Cc1cccc(-c2ccncc2C=O)c1, Fc1ccc([Mg+])cc1F. Yields the product N#Cc1cccc(-c2ccncc2C(O)c2ccc(F)c(F)c2)c1. As a reaction SMILES: [Br-:17].[CH2:27]1[O:28][CH2:29][CH2:30][CH2:31]1.[CH:1](=[O:2])[c:3]1[cH:4][n:5][cH:6][cH:7][c:8]1-[c:9]1[cH:10][c:11]([C:12]#[N:13])[cH:14][cH:15][cH:16]1.[F:18][c:19]1[cH:20][c:21]([Mg+:26])[cH:22][cH:23][c:24]1[F:25]>>[CH:1]([OH:2])([c:3]1[cH:4][n:5][cH:6][cH:7][c:8]1-[c:9]1[cH:10][c:11]([C:12]#[N:13])[cH:14][cH:15][cH:16]1)[c:21]1[cH:20][c:19]([F:18])[c:24]([F:25])[cH:23][cH:22]1. Starting materials: OC1(CCCCC1)C(C1=NNC=N1)C1=CC=C(C#N)C=C1 (4-[1-hydroxycyclohex-1-yl-1-(1,2,4-triazolyl)methyl]benzonitrile), S(=O)(Cl)Cl (thionyl chloride). Solvent: ClCCl (dichloromethane). Run at time 2 hour. Product: C1(CCCCC1)=C(C1=NNC=N1)C1=CC=C(C#N)C=C1 (4-[1-cyclohexylidene-1-(1,2,4-triazolyl)methyl]benzonitrile). Yield: 21.4%. Reaction SMILES: O[C:2]1([CH:8]([C:14]2[CH:21]=[CH:20][C:17]([C:18]#[N:19])=[CH:16][CH:15]=2)[C:9]2[N:13]=[CH:12][NH:11][N:10]=2)[CH2:7][CH2:6][CH2:5][CH2:4][CH2:3]1.S(Cl)(Cl)=O>ClCCl>[C:2]1(=[C:8]([C:14]2[CH:21]=[CH:20][C:17]([C:18]#[N:19])=[CH:16][CH:15]=2)[C:9]2[N:13]=[CH:12][NH:11][N:10]=2)[CH2:3][CH2:4][CH2:5][CH2:6][CH2:7]1. Reported procedure: 7.24 g of crude 4-[1-hydroxycyclohex-1-yl-1-(1,2,4-triazolyl)methyl]benzonitrile is dissolved at 0° in 50 ml of dichloromethane and stirred for 1 hour at 0° with 22.7 ml of thionyl chloride. Then the mixture is concentrated to dryness under vacuum, dissolved in 50 ml of dichloromethane, stirred with 30 ml of triethylamine for 2 hours, diluted with water, extracted four times with ethyl acetate, washed with sodium chloride solution, dried over sodium sulfate, concentrated to dryness under vacuum,...